This data is from the Open Reaction Database (ORD), a public repository of structured organic reaction records. The task is: describe an organic reaction: reactants, conditions, products, and yield Reactants: O=C(C=P(c1ccccc1)(c1ccccc1)c1ccccc1)c1cc(Cl)ccc1OCc1ccccc1, CN(C)c1ccncc1, Cc1ccccc1, CCOC(=O)C(=O)Cl, O. Product: CCOC(=O)C(=O)C(C(=O)c1cc(Cl)ccc1OCc1ccccc1)=P(c1ccccc1)(c1ccccc1)c1ccccc1. As a reaction SMILES: [CH2:1]([c:2]1[cH:3][cH:4][cH:5][cH:6][cH:7]1)[O:8][c:9]1[c:10]([C:16]([CH:17]=[P:18]([c:19]2[cH:20][cH:21][cH:22][cH:23][cH:24]2)([c:25]2[cH:26][cH:27][cH:28][cH:29][cH:30]2)[c:31]2[cH:32][cH:33][cH:34][cH:35][cH:36]2)=[O:37])[cH:11][c:12]([Cl:15])[cH:13][cH:14]1.[CH3:47][N:48]([c:49]1[cH:50][cH:51][n:52][cH:53][cH:54]1)[CH3:55].[CH3:56][c:57]1[cH:58][cH:59][cH:60][cH:61][cH:62]1.[Cl:38][C:39]([C:40](=[O:41])[O:42][CH2:43][CH3:44])=[O:45].[OH2:46]>>[CH2:1]([c:2]1[cH:3][cH:4][cH:5][cH:6][cH:7]1)[O:8][c:9]1[c:10]([C:16]([C:17](=[P:18]([c:19]2[cH:20][cH:21][cH:22][cH:23][cH:24]2)([c:25]2[cH:26][cH:27][cH:28][cH:29][cH:30]2)[c:31]2[cH:32][cH:33][cH:34][cH:35][cH:36]2)[C:39]([C:40](=[O:41])[O:42][CH2:43][CH3:44])=[O:45])=[O:37])[cH:11][c:12]([Cl:15])[cH:13][cH:14]1. Reactants: CCCc1ccc(OC)c(-c2csc(NC(=O)C3CCCNC3)n2)c1, CC#N, CCOC(C)=O, CCN(C(C)C)C(C)C, ClCCl, O=C(Cl)c1ccccn1. Yields the product Cl, CCCc1ccc(OC)c(-c2csc(NC(=O)C3CCCN(C(=O)c4ccccn4)C3)n2)c1. RXN SMILES: [CH3:19][O:20][c:21]1[c:22](-[c:30]2[n:31][c:32]([NH:35][C:36](=[O:37])[CH:38]3[CH2:39][NH:40][CH2:41][CH2:42][CH2:43]3)[s:33][cH:34]2)[cH:23][c:24]([CH2:27][CH2:28][CH3:29])[cH:25][cH:26]1.[CH3:44][C:45]#[N:46].[CH3:47][CH2:48][O:49][C:50]([CH3:51])=[O:52].[CH:10]([N:11]([CH2:12][CH3:13])[CH:14]([CH3:15])[CH3:16])([CH3:17])[CH3:18].[Cl:53][CH2:54][Cl:55].[c:1]1([C:7](=[O:8])[Cl:9])[cH:2][cH:3][cH:4][cH:5][n:6]1>>[ClH:9].[c:1]1([C:7](=[O:8])[N:40]2[CH2:39][CH:38]([C:36]([NH:35][c:32]3[n:31][c:30](-[c:22]4[c:21]([O:20][CH3:19])[cH:26][cH:25][c:24]([CH2:27][CH2:28][CH3:29])[cH:23]4)[cH:34][s:33]3)=[O:37])[CH2:43][CH2:42][CH2:41]2)[cH:2][cH:3][cH:4][cH:5][n:6]1.